From a dataset of the Open Reaction Database (ORD), a public repository of structured organic reaction records. describe an organic reaction: reactants, conditions, products, and yield Starting materials: C(CCC)N1C(NC(C=2NC=NC12)=O)=O (3-butylxanthine), [OH-].[Na+] (sodium hydroxide), [OH-].[Na+] (sodium hydroxide), C(C1=CC=CC=C1)Br (benzyl bromide), C(C1=CC=CC=C1)Br (benzyl bromide). Solvent: O (water), CO (methanol), O (water). Conditions: temperature 70 celsius, time 1 hour. Yields the product C(C1=CC=CC=C1)N1C=NC=2N(C(NC(C12)=O)=O)CCCC (7-Benzyl-3-butylxanthine). RXN SMILES: [OH-].[Na+].[CH2:3]([N:7]1[C:15]2[N:14]=[CH:13][NH:12][C:11]=2[C:10](=[O:16])[NH:9][C:8]1=[O:17])[CH2:4][CH2:5][CH3:6].[CH2:18](Br)[C:19]1[CH:24]=[CH:23][CH:22]=[CH:21][CH:20]=1>O.CO>[CH2:18]([N:12]1[C:11]2[C:10](=[O:16])[NH:9][C:8](=[O:17])[N:7]([CH2:3][CH2:4][CH2:5][CH3:6])[C:15]=2[N:14]=[CH:13]1)[C:19]1[CH:24]=[CH:23][CH:22]=[CH:21][CH:20]=1 |f:0.1|. Reported procedure: 10 g (0.25 mol) of sodium hydroxide dissolved in 100 ml of water were added to a suspension of 52 g (0.25 mol) of 3-butylxanthine in 300 ml of methanol and the reaction mixture was stirred at 70° C. for one hour, then treated dropwise at the same temperature with 42.8 g (0.25 mol) of benzyl bromide and kept between 70° and 80° C. for 5 hours. 1.0 g (0.025 mol) of sodium hydroxide and 4.28 g (0.025 mol) of benzyl bromide were then added. After a further 2 hours, the mixture was cooled, diluted wi... Reactants: ClC(c1ccccc1)(c1ccccc1)c1ccccc1, CCOC(C)=O, ClCCl, c1ccc(-c2nc[nH]c2-c2ccccc2)cc1. Product: c1ccc(-c2ncn(C(c3ccccc3)(c3ccccc3)c3ccccc3)c2-c2ccccc2)cc1. RXN SMILES: [C:18]([c:19]1[cH:20][cH:21][cH:22][cH:23][cH:24]1)([c:25]1[cH:26][cH:27][cH:28][cH:29][cH:30]1)([c:31]1[cH:32][cH:33][cH:34][cH:35][cH:36]1)[Cl:37].[CH3:41][CH2:42][O:43][C:44]([CH3:45])=[O:46].[Cl:38][CH2:39][Cl:40].[c:1]1(-[c:7]2[n:8][cH:9][nH:10][c:11]2-[c:12]2[cH:13][cH:14][cH:15][cH:16][cH:17]2)[cH:2][cH:3][cH:4][cH:5][cH:6]1>>[c:1]1(-[c:7]2[n:8][cH:9][n:10]([C:18]([c:19]3[cH:20][cH:21][cH:22][cH:23][cH:24]3)([c:25]3[cH:26][cH:27][cH:28][cH:29][cH:30]3)[c:31]3[cH:32][cH:33][cH:34][cH:35][cH:36]3)[c:11]2-[c:12]2[cH:13][cH:14][cH:15][cH:16][cH:17]2)[cH:2][cH:3][cH:4][cH:5][cH:6]1. The reactants are C(C)(C)(C)OC(=O)N1CCN(CC1)CC1=CC=C(C=C1)[C@H]1COC=2C(=NC=CC2)O1 (4-[(S)-4-(2,3-dihydro-[1,4]dioxino[2,3-b]pyridin-3-yl)-benzyl]-piperazine-1-carboxylic acid tert-butyl ester), C(C)(C)(C)OC(=O)N1CCNCCC1 ([1,4]diazepane-1-carboxylic acid tert-butyl ester), N1(CCNCC1)CC1=CC=C(C=C1)[C@H]1COC=2C(=NC=CC2)O1 ((S)-3-(4-piperazin-1-ylmethyl-phenyl)-2,3-dihydro-[1,4]dioxino[2,3-b]pyridine). The product is N1(CCNCCC1)CC1=CC=C(C=C1)[C@H]1COC=2C(=NC=CC2)O1 ((S)-3-(4-[1,4]Diazepan-1-ylmethyl-phenyl)-2,3-dihydro-[1,4]dioxino[2,3-b]pyridine). Reaction SMILES: C(O[C:6]([N:8]1[CH2:13][CH2:12][N:11]([CH2:14][C:15]2[CH:20]=[CH:19][C:18]([C@@H:21]3[O:30][C:25]4=[N:26][CH:27]=[CH:28][CH:29]=[C:24]4[O:23][CH2:22]3)=[CH:17][CH:16]=2)[CH2:10][CH2:9]1)=O)(C)(C)C.C(OC(N1CCCNCC1)=O)(C)(C)C.N1(CC2C=CC([C@@H]3OC4=NC=CC=C4OC3)=CC=2)CCNCC1>>[N:11]1([CH2:14][C:15]2[CH:20]=[CH:19][C:18]([C@@H:21]3[O:30][C:25]4=[N:26][CH:27]=[CH:28][CH:29]=[C:24]4[O:23][CH2:22]3)=[CH:17][CH:16]=2)[CH2:12][CH2:13][CH2:6][NH:8][CH2:9][CH2:10]1. Reported procedure: The title product FF is prepared from compound ft-1 (prepared from Intermediate C and [1,4]diazepane-1-carboxylic acid tert-butyl ester according to General Method N) according to the procedure described for the synthesis of Intermediate S. Starting materials: ice water, II (I2), C(C)(C)OC1=CN=CC(=N1)C=1C=C2C=CNC2=CC1 (5-(6-isopropoxy-pyrazin-2-yl)-1H-indole), [OH-].[K+] (KOH), II (I2). Run in CN(C)C=O (DMF). Reaction conditions: time 15 minute. The product is IC1=CNC2=CC=C(C=C12)C1=NC(=CN=C1)OC(C)C (3-iodo-5-(6-isopropoxypyrazin-2-yl)-1H-indole). The yield is 102.6%. Reaction SMILES: [CH:1]([O:4][C:5]1[N:10]=[C:9]([C:11]2[CH:12]=[C:13]3[C:17](=[CH:18][CH:19]=2)[NH:16][CH:15]=[CH:14]3)[CH:8]=[N:7][CH:6]=1)([CH3:3])[CH3:2].[OH-].[K+].[I:22]I>CN(C=O)C>[I:22][C:14]1[C:13]2[C:17](=[CH:18][CH:19]=[C:11]([C:9]3[CH:8]=[N:7][CH:6]=[C:5]([O:4][CH:1]([CH3:3])[CH3:2])[N:10]=3)[CH:12]=2)[NH:16][CH:15]=1 |f:1.2|. Procedure details: To a solution of 5-(6-isopropoxy-pyrazin-2-yl)-1H-indole (32 g, 0.126 mol) in DMF (250 mL) was added KOH (17.8 g, 0.316 mol) and then stirred for 15 min at RT. I2 (35.3 g, 0.139 mol) was added to the reaction mixture and stirred at RT for another 1 h. Then reaction mixture was poured into ice water and excess of I2 was quenched with sodium thiosulfite. The resulting solid was collected by filtration, washed with water and dried under vacuum to afford crude 3-iodo-5-(6-isopropoxypyrazin-2-yl)-1H-... Starting materials: CC(C)(C)c1cc(O)ccc1Cl, O=C([O-])[O-], CC(C)=O, CN(C(=O)Cl)c1cccc(Cl)c1, [K+], [K+], O. The product is CN(C(=O)Oc1ccc(Cl)c(C(C)(C)C)c1)c1cccc(Cl)c1. RXN SMILES: [C:17]([CH3:18])([CH3:19])([CH3:20])[c:21]1[cH:22][c:23]([OH:28])[cH:24][cH:25][c:26]1[Cl:27].[C:29](=[O:30])([O-:31])[O-:32].[CH3:1][C:2](=[O:3])[CH3:4].[Cl:5][c:6]1[cH:7][c:8]([N:12]([C:13](=[O:14])[Cl:15])[CH3:16])[cH:9][cH:10][cH:11]1.[K+:33].[K+:34].[OH2:35]>>[Cl:5][c:6]1[cH:7][c:8]([N:12]([C:13](=[O:14])[O:28][c:23]2[cH:22][c:21]([C:17]([CH3:18])([CH3:19])[CH3:20])[c:26]([Cl:27])[cH:25][cH:24]2)[CH3:16])[cH:9][cH:10][cH:11]1. Starting materials: C(#N)C1CCN(CC1)C(=O)N1CC(CC(C1)C1=CC=C(C=C1)C(F)(F)F)C(=O)O (1-[(4-Cyanopiperidin-1-yl)carbonyl]-5-[4-(trifluoromethyl)phenyl]piperidine-3-carboxylic acid), FC1=C(C=CC(=C1)F)C(N)=NO (2,4-difluoro-N′-hydroxybenzenecarboximidamide). The product is FC1=C(C=CC(=C1)F)C1=NOC(=N1)C1CN(CC(C1)C1=CC=C(C=C1)C(F)(F)F)C(=O)N1CCC(CC1)C#N (1-({3-[3-(2,4-Difluorophenyl)-1,2,4-oxadiazol-5-yl]-5-[4-(trifluoromethyl)phenyl]piperidin-1-yl}-carbonyl)piperidine-4-carbonitrile). As a reaction SMILES: [C:1]([CH:3]1[CH2:8][CH2:7][N:6]([C:9]([N:11]2[CH2:16][CH:15]([C:17]3[CH:22]=[CH:21][C:20]([C:23]([F:26])([F:25])[F:24])=[CH:19][CH:18]=3)[CH2:14][CH:13]([C:27](O)=[O:28])[CH2:12]2)=[O:10])[CH2:5][CH2:4]1)#[N:2].[F:30][C:31]1[CH:36]=[C:35]([F:37])[CH:34]=[CH:33][C:32]=1[C:38](=[N:40]O)[NH2:39]>>[F:30][C:31]1[CH:36]=[C:35]([F:37])[CH:34]=[CH:33][C:32]=1[C:38]1[N:40]=[C:27]([CH:13]2[CH2:14][CH:15]([C:17]3[CH:22]=[CH:21][C:20]([C:23]([F:24])([F:26])[F:25])=[CH:19][CH:18]=3)[CH2:16][N:11]([C:9]([N:6]3[CH2:5][CH2:4][CH:3]([C:1]#[N:2])[CH2:8][CH2:7]3)=[O:10])[CH2:12]2)[O:28][N:39]=1. Procedure details: 100 mg (0.244 mmol) of 1-[(4-cyanopiperidin-1-yl)carbonyl]-5-[4-(trifluoromethyl)phenyl]piperidine-3-carboxylic acid (Example 100A) and 46.2 mg (0.269 mmol) of 2,4-difluoro-N′-hydroxybenzenecarboximidamide were reacted according to the General Method 1. Yield: 63.9 mg (47% of theory). The reactants are NCCc1ccccc1, [O-][n+]1cc(Cl)nc(Cl)c1, O. Product: [O-][n+]1cc(Cl)nc(NCCc2ccccc2)c1. RXN SMILES: [CH2:10]([CH2:11][c:12]1[cH:13][cH:14][cH:15][cH:16][cH:17]1)[NH2:18].[Cl:1][c:2]1[n:3][c:4]([Cl:9])[cH:5][n+:6]([O-:8])[cH:7]1.[OH2:19]>>[c:2]1([NH:18][CH2:10][CH2:11][c:12]2[cH:13][cH:14][cH:15][cH:16][cH:17]2)[n:3][c:4]([Cl:9])[cH:5][n+:6]([O-:8])[cH:7]1. The reactants are final mixture, BrC1=NC(=CC=C1)Br (2,6-dibromopyridine), CC(=O)C (acetone), [Li]CCCC (n-BuLi). The solvent is CCOCC (Et2O). Conditions: temperature -78 celsius, time 45 minute. Product: BrC1=CC=CC(=N1)C(C)(C)O (2-(6-Bromo-pyridin-2-yl)-propan-2-ol). RXN SMILES: Br[C:2]1[CH:7]=[CH:6][CH:5]=[C:4]([Br:8])[N:3]=1.[Li]CCCC.[CH3:14][C:15]([CH3:17])=[O:16]>CCOCC>[Br:8][C:4]1[N:3]=[C:2]([C:15]([OH:16])([CH3:17])[CH3:14])[CH:7]=[CH:6][CH:5]=1. Procedure: To a suspension of 2,6-dibromopyridine (1.0 eq.) in Et2O (0.2M) at −78° C. was added dropwise n-BuLi (1.05 eq.). The mixture was stirred at −78° C. for 45 min then acetone (1.5 eq.) was added. The final mixture was stirred for an extra 15 min at −78° C. and quenched with saturated aqueous NaHCO3. The mixture was extracted with EtOAc (2×). The combined organic extracts were washed with, brine, dried over MgSO4, filtered and concentrated to afford the title compound as a white solid which was used... Starting materials: C1=CC=C(C=C1)P(C2=CC=CC=C2)C3=CC=CC=C3 (Ph3P), O (water), N(=[N+]=[N-])CC1=C(C=C(C=C1F)Br)F (1-(azidomethyl)-4-bromo-2,6-difluorobenzene). The solvent is C1CCOC1 (THF). Run at temperature 55 celsius. Product: BrC1=CC(=C(C(=C1)F)CN)F ((4-Bromo-2,6-difluorophenyl)-methanamine). Reaction SMILES: [N:1]([CH2:4][C:5]1[C:10]([F:11])=[CH:9][C:8]([Br:12])=[CH:7][C:6]=1[F:13])=[N+]=[N-].C1C=CC(P(C2C=CC=CC=2)C2C=CC=CC=2)=CC=1.O>C1COCC1>[Br:12][C:8]1[CH:7]=[C:6]([F:13])[C:5]([CH2:4][NH2:1])=[C:10]([F:11])[CH:9]=1. Procedure details: To a mixture of the crude azide (330 mg, 1.33 mmol) in THF (12 mL) were added polymer-supported Ph3P (2.0 eq.) and water (2 mL). The reaction mixture was stirred at 55° C. until completion of the reaction, cooled down to rt and filtered. The filtrate was partitioned between EA and aq. sat. NaHCO3 and the layers separated. The aq. layer was extracted with EA and the combined org. extracts dried over MgSO4, filtered and concentrated under reduced pressure to give the title compound as a yellow sol...